This data is from the Open Reaction Database (ORD), a public repository of structured organic reaction records. The task is: describe an organic reaction: reactants, conditions, products, and yield Starting materials: O=C([O-])[O-], Clc1ncnc2cc(OCc3ccccc3)ccc12, [K+], [K+], CN(C)C=O, Cc1cc2cc(O)ccc2[nH]1. Product: Cc1cc2cc(Oc3ncnc4cc(OCc5ccccc5)ccc34)ccc2[nH]1. As a reaction SMILES: [C:31](=[O:32])([O-:33])[O-:34].[CH2:1]([c:2]1[cH:3][cH:4][cH:5][cH:6][cH:7]1)[O:8][c:9]1[cH:10][cH:11][c:12]2[c:13]([Cl:19])[n:14][cH:15][n:16][c:17]2[cH:18]1.[K+:35].[K+:36].[O:37]=[CH:38][N:39]([CH3:40])[CH3:41].[OH:20][c:21]1[cH:22][c:23]2[cH:24][c:25]([CH3:30])[nH:26][c:27]2[cH:28][cH:29]1>>[CH2:1]([c:2]1[cH:3][cH:4][cH:5][cH:6][cH:7]1)[O:8][c:9]1[cH:10][cH:11][c:12]2[c:13]([O:20][c:21]3[cH:22][c:23]4[cH:24][c:25]([CH3:30])[nH:26][c:27]4[cH:28][cH:29]3)[n:14][cH:15][n:16][c:17]2[cH:18]1. The reactants are CC(C)(C)OC(=O)n1ncc2cc(Br)ccc21, COCCOC, Cc1c(F)cc(C(=O)NC2CC2)cc1B(O)O, [Na+], [Na+], O=C([O-])[O-], c1ccc(P(c2ccccc2)(c2ccccc2)[Pd](P(c2ccccc2)(c2ccccc2)c2ccccc2)(P(c2ccccc2)(c2ccccc2)c2ccccc2)P(c2ccccc2)(c2ccccc2)c2ccccc2)cc1. The product is Cc1c(F)cc(C(=O)NC2CC2)cc1-c1ccc2c(cnn2C(=O)OC(C)(C)C)c1. Reaction SMILES: [Br:1][c:2]1[cH:3][c:4]2[cH:5][n:6][n:7]([C:11](=[O:12])[O:13][C:14]([CH3:15])([CH3:16])[CH3:17])[c:8]2[cH:9][cH:10]1.[CH3:41][O:42][CH2:43][CH2:44][O:45][CH3:46].[CH:18]1([NH:21][C:22](=[O:23])[c:24]2[cH:25][c:26]([F:34])[c:27]([CH3:33])[c:28]([B:30]([OH:31])[OH:32])[cH:29]2)[CH2:19][CH2:20]1.[Na+:35].[Na+:36].[O-:37][C:38](=[O:39])[O-:40].[cH:47]1[cH:48][cH:49][c:50]([P:51]([Pd:52]([P:53]([c:54]2[cH:55][cH:56][cH:57][cH:58][cH:59]2)([c:60]2[cH:61][cH:62][cH:63][cH:64][cH:65]2)[c:66]2[cH:67][cH:68][cH:69][cH:70][cH:71]2)([P:72]([c:73]2[cH:74][cH:75][cH:76][cH:77][cH:78]2)([c:79]2[cH:80][cH:81][cH:82][cH:83][cH:84]2)[c:85]2[cH:86][cH:87][cH:88][cH:89][cH:90]2)[P:91]([c:92]2[cH:93][cH:94][cH:95][cH:96][cH:97]2)([c:98]2[cH:99][cH:100][cH:101][cH:102][cH:103]2)[c:104]2[cH:105][cH:106][cH:107][cH:108][cH:109]2)([c:110]2[cH:111][cH:112][cH:113][cH:114][cH:115]2)[c:116]2[cH:117][cH:118][cH:119][cH:120][cH:121]2)[cH:122][cH:123]1>>[c:2]1(-[c:28]2[c:27]([CH3:33])[c:26]([F:34])[cH:25][c:24]([C:22]([NH:21][CH:18]3[CH2:19][CH2:20]3)=[O:23])[cH:29]2)[cH:3][c:4]2[cH:5][n:6][n:7]([C:11](=[O:12])[O:13][C:14]([CH3:15])([CH3:16])[CH3:17])[c:8]2[cH:9][cH:10]1.